This data is from the Open Reaction Database (ORD), a public repository of structured organic reaction records. The task is: describe an organic reaction: reactants, conditions, products, and yield The reactants are [Br-].COC(=O)C1=C(C[P+](C2=CC=CC=C2)(C2=CC=CC=C2)C2=CC=CC=C2)C=CC=C1 (2-methoxycarbonylbenzyltriphenylphosphonium bromide), COC1=CC=C(C=O)C=C1 (4-methoxybenzaldehyde), C1CC2=NCCCN2C1 (1,5-diazabicyclo[4.3.0]-5-nonene). Run in C(C)#N (acetonitrile). Yields the product COC1=CC=C(C=C1)C=CC1=C(C(=O)OC)C=CC=C1 (Methyl 2-[2-(4-methoxyphenyl)ethenyl]benzoate). As a reaction SMILES: [Br-].[CH3:2][O:3][C:4]([C:6]1[CH:31]=[CH:30][CH:29]=[CH:28][C:7]=1[CH2:8][P+](C1C=CC=CC=1)(C1C=CC=CC=1)C1C=CC=CC=1)=[O:5].[CH3:32][O:33][C:34]1[CH:41]=[CH:40][C:37]([CH:38]=O)=[CH:36][CH:35]=1.C1CN2C(=NCCC2)C1>C(#N)C>[CH3:32][O:33][C:34]1[CH:41]=[CH:40][C:37]([CH:38]=[CH:8][C:7]2[CH:28]=[CH:29][CH:30]=[CH:31][C:6]=2[C:4]([O:3][CH3:2])=[O:5])=[CH:36][CH:35]=1 |f:0.1|. Procedure: In 50 ml of acetonitrile were dissolved 4.91 g (10 mmol) of 2-methoxycarbonylbenzyltriphenylphosphonium bromide and 1.77 g (13 mmol) of 4-methoxybenzaldehyde, and 2.48 g (20 mmol) of 1,5-diazabicyclo[4.3.0]-5-nonene was added to the solution and the mixture was refluxed for 5 hours. Reactants: NC=1C=C(C=CC1N)C1=CC(=C(C=C1)C#N)F (3′,4′-diamino-3-fluoro-[1,1-biphenyl]-4-carbonitrile), CN1CCOCC1 (4-methylmorpholine), ClC(=O)OCC(C)C (isobutyl chloroformate), N([C@@H](CC(NC(C1=CC=CC=C1)(C1=CC=CC=C1)C1=CC=CC=C1)=O)C(=O)O)C(=O)OC(C)(C)C (Boc-Asn(Trt)-OH). Run in C(C)#N (acetonitrile). Reaction conditions: time 60 minute. Product: C(#N)C1=C(C=C(C=C1)C1=CC2=C(NC(=N2)[C@H](CC(NC(C2=CC=CC=C2)(C2=CC=CC=C2)C2=CC=CC=C2)=O)NC(OC(C)(C)C)=O)C=C1)F ((S)-tert-Butyl (1-(5-(4-cyano-3-fluorophenyl)-1H-benzo[d]imidazol-2-yl)-3-oxo-3-(tritylamino)propyl)carbamate). Isolated yield 59.9%. Reaction SMILES: [NH:1]([C:29]([O:31][C:32]([CH3:35])([CH3:34])[CH3:33])=[O:30])[C@H:2]([C:26](O)=O)[CH2:3][C:4](=[O:25])[NH:5][C:6]([C:19]1[CH:24]=[CH:23][CH:22]=[CH:21][CH:20]=1)([C:13]1[CH:18]=[CH:17][CH:16]=[CH:15][CH:14]=1)[C:7]1[CH:12]=[CH:11][CH:10]=[CH:9][CH:8]=1.CN1CCOCC1.ClC(OCC(C)C)=O.[NH2:51][C:52]1[CH:53]=[C:54]([C:59]2[CH:64]=[CH:63][C:62]([C:65]#[N:66])=[C:61]([F:67])[CH:60]=2)[CH:55]=[CH:56][C:57]=1[NH2:58]>C(#N)C>[C:65]([C:62]1[CH:63]=[CH:64][C:59]([C:54]2[CH:55]=[CH:56][C:57]3[NH:58][C:26]([C@@H:2]([NH:1][C:29](=[O:30])[O:31][C:32]([CH3:35])([CH3:34])[CH3:33])[CH2:3][C:4](=[O:25])[NH:5][C:6]([C:7]4[CH:12]=[CH:11][CH:10]=[CH:9][CH:8]=4)([C:19]4[CH:20]=[CH:21][CH:22]=[CH:23][CH:24]=4)[C:13]4[CH:14]=[CH:15][CH:16]=[CH:17][CH:18]=4)=[N:51][C:52]=3[CH:53]=2)=[CH:60][C:61]=1[F:67])#[N:66]. Procedure details: To a solution of Boc-Asn(Trt)-OH (100.4 mg, 0.2116 mmol) in acetonitrile (2.0 mL) cooled in an ice water bath was added 4-methylmorpholine (0.059 mL, 0.53 mmol) and isobutyl chloroformate (0.027 mL, 0.21 mmol). After stirring for 60 minutes, 3′,4′-diamino-3-fluoro-[1,1-biphenyl]-4-carbonitrile (Preparation 81, 42.7 mg, 0.188 mmol) was added and the mixture allowed to warm to room temperature. After stirring for 18 hours the reaction mixture was concentrated in vacuo and redissolved in acetic aci... The reactants are C(C)OC(=O)C1(CCNCC1)CCOC (4-(2-methoxy-ethyl)-piperidine-4-carboxylic acid ethyl ester), C(C)(C)(C)CC(=O)Cl (tert.-butylacetyl chloride), FC(CC1=CC=C(N)C=C1)(F)F (4-(2,2,2-trifluoroethyl)-aniline). Yields the product CC(CC(=O)N1CCC2(CCN(C2=O)C2=CC=C(C=C2)CC(F)(F)F)CC1)(C)C (8-(3,3-Dimethyl-butyryl)-2-[4-(2,2,2-trifluoro-ethyl)-phenyl]-2,8-diaza-spiro[4.5]decan-1-one). As a reaction SMILES: C(O[C:4]([C:6]1([CH2:12][CH2:13]OC)[CH2:11][CH2:10][NH:9][CH2:8][CH2:7]1)=[O:5])C.[C:16]([CH2:20][C:21](Cl)=[O:22])([CH3:19])([CH3:18])[CH3:17].[F:24][C:25]([F:35])([F:34])[CH2:26][C:27]1[CH:33]=[CH:32][C:30]([NH2:31])=[CH:29][CH:28]=1>>[CH3:17][C:16]([CH3:19])([CH3:18])[CH2:20][C:21]([N:9]1[CH2:8][CH2:7][C:6]2([C:4](=[O:5])[N:31]([C:30]3[CH:32]=[CH:33][C:27]([CH2:26][C:25]([F:24])([F:34])[F:35])=[CH:28][CH:29]=3)[CH2:13][CH2:12]2)[CH2:11][CH2:10]1)=[O:22]. Procedure details: Off-white solid. MS (ESI): 411.22 (MH+). This example was prepared in analogy to example 7 step A) to B) from 4-(2-methoxy-ethyl)-piperidine-4-carboxylic acid ethyl ester (example 1 step B)), tert.-butylacetyl chloride and 4-(2,2,2-trifluoroethyl)-aniline. Reactants: C(C)(C)(C)OC(NCC1=CC=2N=CN=C(C2N1)NC1=CC(=C(C=C1)OCC1=CC(=CC=C1)F)Cl)=O (tert-butyl[4-({3-chloro-4-[(3-fluorobenzyl)oxy]phenyl}amino)-5H-pyrrolo[3,2-d]pyrimidin-6-yl]methylcarbamate), Cl (hydrochloric acid), C(C)O (ethanol). Run in O1CCCC1 (tetrahydrofuran). Conditions: temperature 60 celsius, time 2 hour. Product: Cl.Cl.NCC1=CC=2N=CN=C(C2N1)NC1=CC(=C(C=C1)OCC1=CC(=CC=C1)F)Cl (6-(aminomethyl)-N-{3-chloro-4-[(3-fluorobenzyl)oxy]phenyl}-5H-pyrrolo[3,2-d]pyrimidin-4-amine dihydrochloride). RXN SMILES: C(OC(=O)[NH:7][CH2:8][C:9]1[NH:17][C:16]2[C:15]([NH:18][C:19]3[CH:24]=[CH:23][C:22]([O:25][CH2:26][C:27]4[CH:32]=[CH:31][CH:30]=[C:29]([F:33])[CH:28]=4)=[C:21]([Cl:34])[CH:20]=3)=[N:14][CH:13]=[N:12][C:11]=2[CH:10]=1)(C)(C)C.[ClH:36].C(O)C>O1CCCC1>[ClH:34].[ClH:36].[NH2:7][CH2:8][C:9]1[NH:17][C:16]2[C:15]([NH:18][C:19]3[CH:24]=[CH:23][C:22]([O:25][CH2:26][C:27]4[CH:32]=[CH:31][CH:30]=[C:29]([F:33])[CH:28]=4)=[C:21]([Cl:34])[CH:20]=3)=[N:14][CH:13]=[N:12][C:11]=2[CH:10]=1 |f:4.5.6|. Procedure: To a solution of tert-butyl[4-({3-chloro-4-[(3-fluorobenzyl)oxy]phenyl}amino)-5H-pyrrolo[3,2-d]pyrimidin-6-yl]methylcarbamate (500 mg) in tetrahydrofuran (12 mL) was added 2N hydrochloric acid (6.0 mL) at room temperature. The mixture was stirred at 60° C. for 2 hrs, ethanol was added to the reaction system and the mixture was concentrated under reduced pressure. The resultant crystals were collected by filtration and washed with diisopropyl ether to give the title compound (481.4 mg) as pale-ye... Reactants: BrBr (Br2), C(C)(=O)C=1C(=C(C#N)C=C(C1)F)F (3-acetyl-2,5-difluorobenzonitrile). Solvent: C(Cl)(Cl)Cl (CHCl3), C(Cl)(Cl)Cl (CHCl3). Run at temperature 25 celsius, time 15 minute. Product: BrCC(=O)C=1C(=C(C#N)C=C(C1)F)F (3-bromoacetyl-2,5-difluorobenzonitrile). RXN SMILES: [C:1]([C:4]1[C:5]([F:13])=[C:6]([CH:9]=[C:10]([F:12])[CH:11]=1)[C:7]#[N:8])(=[O:3])[CH3:2].[Br:14]Br>C(Cl)(Cl)Cl>[Br:14][CH2:2][C:1]([C:4]1[C:5]([F:13])=[C:6]([CH:9]=[C:10]([F:12])[CH:11]=1)[C:7]#[N:8])=[O:3]. Procedure details: To a stirred mixture of 6.85 g of 3-acetyl-2,5-difluorobenzonitrile and 220 mL of CHCl3 heated at reflux is added dropwise over 75 minutes a solution of 2.1 mL of Br2 in 50 mL of CHCl3. The mixture is boiled for another 15 minutes, cooled to 25° C., washed sequentially with saturated NaHCO3 and H2O (200 mL each), dried with Na2SO4 and stripped in vacuo to 10.26 g of brown oil. The oil which contains 78% of 3-bromoacetyl-2,5-difluorobenzonitrile by NMR analysis is satisfactory for the next step. Starting materials: C(C)(C)(C)OC(=O)N(CC1=C(C=CC(=C1)[N+](=O)[O-])NC)C(=O)OC(C)(C)C (N-(2-methylamino-5-nitrophenylmethyl)iminodicarboxylic acid di-t-butyl ester), C([O-])([O-])=O.[K+].[K+] (potassium carbonate), C(C)#N (acetonitrile), C(C)(=O)Cl (acetyl chloride). The solvent is C(C)(=O)OCC (Ethyl acetate). Yields the product C(C)(C)(C)OC(=O)N(CC1=C(C=CC(=C1)[N+](=O)[O-])N(C)C(C)=O)C(=O)OC(C)(C)C (N-(2-(N-acetyl-N-methylamino)-5-nitrophenylmethyl)iminodicarboxylic acid di-t-butyl ester). Isolated yield 55.0%. As a reaction SMILES: [C:1]([O:5][C:6]([N:8]([C:21]([O:23][C:24]([CH3:27])([CH3:26])[CH3:25])=[O:22])[CH2:9][C:10]1[CH:15]=[C:14]([N+:16]([O-:18])=[O:17])[CH:13]=[CH:12][C:11]=1[NH:19][CH3:20])=[O:7])([CH3:4])([CH3:3])[CH3:2].C(=O)([O-])[O-].[K+].[K+].C(#N)C.[C:37](Cl)(=[O:39])[CH3:38]>C(OCC)(=O)C>[C:24]([O:23][C:21]([N:8]([C:6]([O:5][C:1]([CH3:4])([CH3:3])[CH3:2])=[O:7])[CH2:9][C:10]1[CH:15]=[C:14]([N+:16]([O-:18])=[O:17])[CH:13]=[CH:12][C:11]=1[N:19]([C:37](=[O:39])[CH3:38])[CH3:20])=[O:22])([CH3:27])([CH3:26])[CH3:25] |f:1.2.3|. Procedure: To a mixture of the compound (540 mg) obtained in Example 446, potassium carbonate (1.96 g) and acetonitrile (30 ml), acetyl chloride(890 mg) was added and heated under reflux for 24 h. Ethyl acetate was added to the reaction mixture, which was washed with water, dried with magnesium sulfate and concentrated under reduced pressure. The resulting residue was purified by silica gel column chromatography (eluent, methylene chloride:ethyl acetate=5:1) to give 330 mg of the titled compound (yield, 55... Reaction conditions: temperature 40 celsius, time 1 hour. Procedure details: To a suspension of 5-[2-(2-chloro-5-methoxy-phenyl)-acetyl]-1-methyl-1H-pyridin-2-one (9.35 g) in tetrahydrofuran (110 ml) was added sodium hydride (60% dispersion in mineral oil, 1.35 g) in three portions. The mixture was stirred at 40° C. for 1 h and then placed in an ice bath. Methyl iodide (5.01 g) was added dropwise. The mixture was stirred at 0° C. for 10 min and at room temperature for 2 h. Ethyl acetate was added and the mixture was washed with water and brine. The organic phase was drie... Run in O1CCCC1 (tetrahydrofuran). Starting materials: C(C)(=O)OCC (Ethyl acetate), ClC1=C(C=C(C=C1)OC)CC(=O)C=1C=CC(N(C1)C)=O (5-[2-(2-chloro-5-methoxy-phenyl)-acetyl]-1-methyl-1H-pyridin-2-one), CI (Methyl iodide), [H-].[Na+] (sodium hydride). The product is ClC1=C(C=C(C=C1)OC)C(C(=O)C=1C=CC(N(C1)C)=O)C (5-[2-(2-Chloro-5-methoxy-phenyl)-propionyl]-1-methyl-1H-pyridin-2-one). RXN SMILES: [Cl:1][C:2]1[CH:7]=[CH:6][C:5]([O:8][CH3:9])=[CH:4][C:3]=1[CH2:10][C:11]([C:13]1[CH:14]=[CH:15][C:16](=[O:20])[N:17]([CH3:19])[CH:18]=1)=[O:12].[H-].[Na+].CI.[C:25](OCC)(=O)C>O1CCCC1>[Cl:1][C:2]1[CH:7]=[CH:6][C:5]([O:8][CH3:9])=[CH:4][C:3]=1[CH:10]([CH3:25])[C:11]([C:13]1[CH:14]=[CH:15][C:16](=[O:20])[N:17]([CH3:19])[CH:18]=1)=[O:12] |f:1.2|.